Dataset: the Open Reaction Database (ORD), a public repository of structured organic reaction records. Task: describe an organic reaction: reactants, conditions, products, and yield Starting materials: CC(=O)OC(C)=O, Cc1cc(N)ncc1[N+](=O)[O-], O. The product is CC(=O)Nc1cc(C)c([N+](=O)[O-])cn1. RXN SMILES: [CH3:12][C:13](=[O:14])[O:15][C:16](=[O:17])[CH3:18].[CH3:1][c:2]1[cH:3][c:4]([NH2:11])[n:5][cH:6][c:7]1[N+:8](=[O:9])[O-:10].[OH2:19]>>[CH3:1][c:2]1[cH:3][c:4]([NH:11][C:13]([CH3:12])=[O:14])[n:5][cH:6][c:7]1[N+:8](=[O:9])[O-:10]. Starting materials: N1=CC=CC=C1 (pyridine), OCCNC(C(CC=1N=C(NC1)[N+](=O)[O-])(F)F)=O (3-(2'-Nitroimidazolyl)-2,2-difluoropropionic acid hydroxyethylamide), ClC(=O)OC (methyl chloroformate). Solvent: C(Cl)(Cl)Cl (chloroform), C(Cl)(Cl)Cl (chloroform). Product: [N+](=O)([O-])C=1NC=C(N1)CC(C(=O)NCCOC(=O)OC)(F)F (methyl 3-(2'-nitroimidazolyl)-2,2-difluoropropionamidoethoxyformate). As a reaction SMILES: [OH:1][CH2:2][CH2:3][NH:4][C:5](=[O:18])[C:6]([F:17])([F:16])[CH2:7][C:8]1[N:9]=[C:10]([N+:13]([O-:15])=[O:14])[NH:11][CH:12]=1.N1C=CC=CC=1.Cl[C:26]([O:28][CH3:29])=[O:27]>C(Cl)(Cl)Cl>[N+:13]([C:10]1[NH:11][CH:12]=[C:8]([CH2:7][C:6]([F:17])([F:16])[C:5]([NH:4][CH2:3][CH2:2][O:1][C:26]([O:28][CH3:29])=[O:27])=[O:18])[N:9]=1)([O-:15])=[O:14]. Procedure details: 3-(2'-Nitroimidazolyl)-2,2-difluoropropionic acid hydroxyethylamide (6.0 g, 22.7 mmol) was dissolved in a solvent mixture of methyl chloroformate (30 ml) and chloroform (30 ml) and cooled by ice. To the solution, a solution of pyridine (6.0 ml) in chloroform (30 ml) was dropwise added over 2 hours. The completion of the reaction was confirmed by thin-layer chromatography. Then, the reaction solution was washed with dilute hydrochloric acid and water, dried over magnesium sulfate, concentrated an... Reactants: N1=CC(=CC=C1)C=O (pyridine-3-aldehyde), C(C)OC(CC(=O)CN1C(C=2C(C1=O)=CC=CC2)=O)=O (phthalimidoacetoacetic acid ethyl ester), C(C)OC(\C=C(\C)/N)=O (β-aminocrotonic acid ethyl ester), C(C)O (ethanol). Product: C(C)OC(=O)C1=C(NC(=C(C1C1=NC=CC=C1)C(=O)OCC)C)CN1C(C=2C(C1=O)=CC=CC2)=O (2-Phthalimidomethyl-6-methyl-4-(-pyridyl)-1,4-dihydropyridine-3,5-dicarboxylic acid diethyl ester). Yield: 65.0%. Reaction SMILES: [N:1]1[CH:6]=[CH:5][CH:4]=[C:3](C=O)[CH:2]=1.[CH2:9]([O:11][C:12](=[O:28])[CH2:13][C:14]([CH2:16][N:17]1[C:21](=[O:22])[C:20]2=[CH:23][CH:24]=[CH:25][CH:26]=[C:19]2[C:18]1=[O:27])=O)[CH3:10].[CH2:29]([O:31][C:32](=[O:37])/[CH:33]=[C:34](\[NH2:36])/[CH3:35])[CH3:30].[CH2:38](O)C>>[CH2:9]([O:11][C:12]([C:13]1[CH:38]([C:6]2[CH:5]=[CH:4][CH:3]=[CH:2][N:1]=2)[C:33]([C:32]([O:31][CH2:29][CH3:30])=[O:37])=[C:34]([CH3:35])[NH:36][C:14]=1[CH2:16][N:17]1[C:21](=[O:22])[C:20]2=[CH:23][CH:24]=[CH:25][CH:26]=[C:19]2[C:18]1=[O:27])=[O:28])[CH3:10]. Reported procedure: A solution of 4.7 ccs of pyridine-3-aldehyde, 12.4 g of phthalimidoacetoacetic acid ethyl ester and 5.85 g of β-aminocrotonic acid ethyl ester in 100 ccs of ethanol is heated under reflux for 24 hours and, after cooling and filtering, crystals (beige) of melting point 165° C. are obtained, yield: 65%.